The task is: describe an organic reaction: reactants, conditions, products, and yield. This data is from the Open Reaction Database (ORD), a public repository of structured organic reaction records. Reactants: C(C1=CC=CC=C1)OC(=O)C[C@@H]1CC[C@H](CC1)O (trans-4-benzyloxycarbonylmethyl-1-hydroxycyclohexane), N1C=NC=C1 (imidazole), [Si](C)(C)(C(C)(C)C)Cl (t-butyldimethylsilyl chloride), CCCCCC.C(C)(=O)OCC (hexane ethyl acetate). The solvent is CN(C=O)C (dimethylformamide), O (water), CCCCCC (hexane). Reaction conditions: temperature 60 celsius, time 3 hour. Yields the product C(C1=CC=CC=C1)OC(=O)C[C@@H]1CC[C@H](CC1)O[Si](C)(C)C(C)(C)C (trans-4-benzyloxycarbonylmethyl-1-t-butyldimethylsilyloxycyclohexane). Yield: 92.1%. RXN SMILES: [CH2:1]([O:8][C:9]([CH2:11][C@H:12]1[CH2:17][CH2:16][C@H:15]([OH:18])[CH2:14][CH2:13]1)=[O:10])[C:2]1[CH:7]=[CH:6][CH:5]=[CH:4][CH:3]=1.N1C=CN=C1.[Si:24](Cl)([C:27]([CH3:30])([CH3:29])[CH3:28])([CH3:26])[CH3:25].CCCCCC.C(OCC)(=O)C>CN(C)C=O.O.CCCCCC>[CH2:1]([O:8][C:9]([CH2:11][C@H:12]1[CH2:13][CH2:14][C@H:15]([O:18][Si:24]([C:27]([CH3:30])([CH3:29])[CH3:28])([CH3:26])[CH3:25])[CH2:16][CH2:17]1)=[O:10])[C:2]1[CH:7]=[CH:6][CH:5]=[CH:4][CH:3]=1 |f:3.4|. Procedure: To a solution of trans-4-benzyloxycarbonylmethyl-1-hydroxycyclohexane (2.20 g, 8.86 mmol) in dimethylformamide (31 mL) were added imidazole (953 mg, 14.0 mmol) and t-butyldimethylsilyl chloride (1.60 g, 10.6 mmol) at room temperature, and the mixture was stirred at 60° C. for 3 h. The reaction mixture was diluted with water (70 mL) and hexane (200 mL) with stirring under ice cooling to separate the phases. The aqueous layer was extracted again with hexane, and the combined organic layer was conc... Starting materials: CO (methanol), ClC1=C(CN2C(C=C(C3=CC(=CC=C23)OC)C)=O)C=CC=C1 (1-o-chlorobenzyl-4-methyl-6-methoxy-2-oxo-1,2-dihydroquinoline), [H-].[Na+] (sodium hydride), C(OCC)(OCC)=O (diethyl carbonate). Conditions: time 24 hour. The product is ClC1=C(CN2C(C=C(C3=CC(=CC=C23)OC)C(C(=O)O)C)=O)C=CC=C1 (α-(1-o-chlorobenzyl-6-methoxy-2-oxo-1,2-dihydroquinol-4-yl)propionic acid). The yield is 48.0%. RXN SMILES: [Cl:1][C:2]1[CH:22]=[CH:21][CH:20]=[CH:19][C:3]=1[CH2:4][N:5]1[C:14]2[C:9](=[CH:10][C:11]([O:15][CH3:16])=[CH:12][CH:13]=2)[C:8]([CH3:17])=[CH:7][C:6]1=[O:18].[H-].[Na+].[C:25](=O)([O:29]CC)[O:26]CC.[CH3:33]O>>[Cl:1][C:2]1[CH:22]=[CH:21][CH:20]=[CH:19][C:3]=1[CH2:4][N:5]1[C:14]2[C:9](=[CH:10][C:11]([O:15][CH3:16])=[CH:12][CH:13]=2)[C:8]([CH:17]([CH3:33])[C:25]([OH:29])=[O:26])=[CH:7][C:6]1=[O:18] |f:1.2|. Procedure details: A mixture of 1-o-chlorobenzyl-4-methyl-6-methoxy-2-oxo-1,2-dihydroquinoline (2.5g.), oil-free sodium hydride (obtained from 2.5g. of a 50% w/w suspension as described in Example 1) and diethyl carbonate (50 ml.) was heated over 1 hour to reflux and the reflux maintained for 3 hours. The mixture was cooled and treated with methanol (2ml.) to destroy excess sodium hydride. Ether (200ml.) was added and the yellow precipitate was filtered off, washed with ether (50ml.), and dried, and was then suspe... The reactants are C(C)(C)(C)OC(=O)NC1=NC=CC(=C1)C(C(=O)C1=CC=CC=C1)=CN(C)C (2-(2-t-butoxycarbonylaminopyridin-4-yl)-3-dimethylamino-1-phenyl-2-propen-1-one), C(C)(C)(C)OC(=O)NC1=NC=CC(=C1)C(C(=O)C1=CC=C(C=C1)F)=CN(C)C (2-(2-t-butoxycarbonylaminopyridin-4-yl)-3-dimethylamino-1-(4-fluorophenyl)-2-propen-1-one). Yields the product C(C)(C)(C)OC(=O)NC1=NC=CC(=C1)C=1C(=NNC1)C1=CC=CC=C1 (4-(2-t-Butoxycarbonylaminopyridin-4-yl)-3-phenyl-1H-pyrazole). Isolated yield 86.0%. RXN SMILES: [C:1]([O:5][C:6]([NH:8][C:9]1[CH:14]=[C:13]([C:15](=[CH:24][N:25](C)C)[C:16]([C:18]2[CH:23]=[CH:22][CH:21]=[CH:20][CH:19]=2)=O)[CH:12]=[CH:11][N:10]=1)=[O:7])([CH3:4])([CH3:3])[CH3:2].C(OC([NH:35]C1C=C(C(=CN(C)C)C(C2C=CC(F)=CC=2)=O)C=CN=1)=O)(C)(C)C>>[C:1]([O:5][C:6]([NH:8][C:9]1[CH:14]=[C:13]([C:15]2[C:16]([C:18]3[CH:23]=[CH:22][CH:21]=[CH:20][CH:19]=3)=[N:35][NH:25][CH:24]=2)[CH:12]=[CH:11][N:10]=1)=[O:7])([CH3:4])([CH3:3])[CH3:2]. Procedure: The reaction was carried out in the same manner as in Example 2-2) except for using 18.4 g (50.0 mmol) of 2-(2-t-butoxycarbonylaminopyridin-4-yl)-3-dimethylamino-1-phenyl-2-propen-1-one obtained in Example 20-1) in place of 2-(2-t-butoxycarbonylaminopyridin-4-yl)-3-dimethylamino-1-(4-fluorophenyl)-2-propen-1-one to obtain 14.5 g of the title compound as a white powder. (Yield: 86%) The reactants are BrCCBr, CC(C)(C)OC(=O)n1c2ccc(F)cc2c2cc3c4cc(F)ccc4n(C(=O)OC(C)(C)C)c3c(O)c21, O=C([O-])[O-], CC#N, [Cs+], [Cs+]. Yields the product CC(C)(C)OC(=O)n1c2ccc(F)cc2c2cc3c4cc(F)ccc4n(C(=O)OC(C)(C)C)c3c(OCCBr)c21. As a reaction SMILES: [Br:1][CH2:2][CH2:3][Br:4].[C:11](=[O:12])([O:13][C:14]([CH3:15])([CH3:16])[CH3:17])[n:18]1[c:19]2[cH:20][cH:21][c:22]([F:47])[cH:23][c:24]2[c:25]2[cH:26][c:27]3[c:28]([c:29]([OH:31])[c:30]12)[n:32]([C:40](=[O:41])[O:42][C:43]([CH3:44])([CH3:45])[CH3:46])[c:33]1[cH:34][cH:35][c:36]([F:39])[cH:37][c:38]31.[C:5](=[O:6])([O-:7])[O-:8].[CH3:48][C:49]#[N:50].[Cs+:10].[Cs+:9]>>[Br:1][CH2:2][CH2:3][O:31][c:29]1[c:28]2[c:27]([cH:26][c:25]3[c:24]4[c:19]([n:18]([C:11](=[O:12])[O:13][C:14]([CH3:15])([CH3:16])[CH3:17])[c:30]31)[cH:20][cH:21][c:22]([F:47])[cH:23]4)[c:38]1[c:33]([n:32]2[C:40](=[O:41])[O:42][C:43]([CH3:44])([CH3:45])[CH3:46])[cH:34][cH:35][c:36]([F:39])[cH:37]1. Reactants: BrC=1C=C(C=CC1)C=1C=CC(NN1)=O (6-(3-bromophenyl)-3(2H)-pyridazinone), C=O (formalin). Reagents/catalysts: Cl (hydrochloric acid). Solvent: CO (methanol). Run at time 8 hour. The product is BrC=1C=C(C=CC1)C=1C=CC(N(N1)CO)=O (6-(3-Bromophenyl)-2-hydroxymethyl-3(2H)-pyridazinone). Yield: 40.0%. Reaction SMILES: [Br:1][C:2]1[CH:3]=[C:4]([C:8]2[CH:9]=[CH:10][C:11](=[O:14])[NH:12][N:13]=2)[CH:5]=[CH:6][CH:7]=1.[CH2:15]=[O:16]>Cl.CO>[Br:1][C:2]1[CH:3]=[C:4]([C:8]2[CH:9]=[CH:10][C:11](=[O:14])[N:12]([CH2:15][OH:16])[N:13]=2)[CH:5]=[CH:6][CH:7]=1. Reported procedure: 2.51 g of 6-(3-bromophenyl)-3(2H)-pyridazinone, 5 ml of a 37% formalin and 2 drops of concentrated hydrochloric acid were dissolved in 50 ml of methanol, and then the solution was heated under reflux for about 7 hours. The mixture was then left to stand overnight, after which it was filtered and the filtrate was concentrated by evaporation under reduced pressure. The resulting residue was extracted with a 1:1 by volume mixture of ethyl acetate and acetone. After distilling the solvent from the e... Reactants: CC1(OB(OC1(C)C)C1=CC=C(C=C1)N)C (4-(4,4,5,5-tetramethyl-1,3,2-dioxaborolan-2-yl)benzenamine), C(C)(C)N(CC)C(C)C (diisopropylethylamine), CN(CC(=O)Cl)C (2-(dimethylamino)acetyl chloride). Solvent: ClCCl (dichloromethane). Run at time 24 hour. The product is CN(CC(=O)NC1=CC=C(C=C1)B1OC(C(O1)(C)C)(C)C)C (2-(dimethylamino)-N-(4-(4,4,5,5-tetramethyl-1,3,2-dioxaborolan-2-yl)phenyl)acetamide). RXN SMILES: [CH3:1][C:2]1([CH3:16])[C:6]([CH3:8])([CH3:7])[O:5][B:4]([C:9]2[CH:14]=[CH:13][C:12]([NH2:15])=[CH:11][CH:10]=2)[O:3]1.C(N(C(C)C)CC)(C)C.[CH3:26][N:27]([CH3:32])[CH2:28][C:29](Cl)=[O:30]>ClCCl>[CH3:26][N:27]([CH3:32])[CH2:28][C:29]([NH:15][C:12]1[CH:13]=[CH:14][C:9]([B:4]2[O:3][C:2]([CH3:16])([CH3:1])[C:6]([CH3:7])([CH3:8])[O:5]2)=[CH:10][CH:11]=1)=[O:30]. Reported procedure: Into a 100 mL round bottom flask was placed 4-(4,4,5,5-tetramethyl-1,3,2-dioxaborolan-2-yl)benzenamine 65 (438 mg, 2 mmol), dichloromethane (30 mL), diisopropylethylamine (517 mg, 4 mmol), and 2-(dimethylamino)acetyl chloride (267 mg, 2.2 mmol). The reaction was stirred at room temperature for 24 hours. The solvent was removed under reduced pressure. Saturated aqueous sodium bicarbonate was added (20 mL), and the mixture was extracted with ethyl acetate (3×50 mL). The organic layers were combine...